From a dataset of the Open Reaction Database (ORD), a public repository of structured organic reaction records. describe an organic reaction: reactants, conditions, products, and yield Reactants: Cl.C1(CC1)COC1=C(C=C(C(=C1)OC)F)C1=C2C(=NC=C1)C(=C(N2)C)C(=O)NC2CCNCC2 (7-[2-(cyclopropylmethoxy)-5-fluoro-4-methoxyphenyl]-2-methyl-N-piperidin-4-yl-1H-pyrrolo[3,2-b]pyridine-3-carboxamide hydrochloride), C(C)(=O)OCC(=O)Cl (2-chloro-2-oxoethyl acetate). Yields the product C1(CC1)COC1=C(C=C(C(=C1)OC)F)C1=C2C(=NC=C1)C(=C(N2)C)C(=O)NC2CCN(CC2)C(CO)=O (7-[2-(Cyclopropylmethoxy)-5-fluoro-4-methoxyphenyl]-N-(1-glycoloylpiperidin-4-yl)-2-methyl-1H-pyrrolo[3,2-b]pyridine-3-carboxamide). RXN SMILES: Cl.[CH:2]1([CH2:5][O:6][C:7]2[CH:12]=[C:11]([O:13][CH3:14])[C:10]([F:15])=[CH:9][C:8]=2[C:16]2[CH:21]=[CH:20][N:19]=[C:18]3[C:22]([C:26]([NH:28][CH:29]4[CH2:34][CH2:33][NH:32][CH2:31][CH2:30]4)=[O:27])=[C:23]([CH3:25])[NH:24][C:17]=23)[CH2:4][CH2:3]1.C([O:38][CH2:39][C:40](Cl)=[O:41])(=O)C>>[CH:2]1([CH2:5][O:6][C:7]2[CH:12]=[C:11]([O:13][CH3:14])[C:10]([F:15])=[CH:9][C:8]=2[C:16]2[CH:21]=[CH:20][N:19]=[C:18]3[C:22]([C:26]([NH:28][CH:29]4[CH2:30][CH2:31][N:32]([C:39](=[O:38])[CH2:40][OH:41])[CH2:33][CH2:34]4)=[O:27])=[C:23]([CH3:25])[NH:24][C:17]=23)[CH2:4][CH2:3]1 |f:0.1|. Procedure: Starting from 7-[2-(cyclopropylmethoxy)-5-fluoro-4-methoxyphenyl]-2-methyl-N-piperidin-4-yl-1H-pyrrolo[3,2-b]pyridine-3-carboxamide hydrochloride (example D.f26) and commercially available 2-chloro-2-oxoethyl acetate the title compound is obtained as colorless solid. The reactants are ClC1=C(C(=O)O)C=CC=C1 (2-chlorobenzoic acid), FC(C1=NC=C(C=N1)C1(CCOCC1)CN)(F)F ((4-(2-(trifluoromethyl)pyrimidin-5-yl)tetrahydro-2H-pyran-4-yl)methanamine). Yields the product ClC1=C(C(=O)NCC2(CCOCC2)C=2C=NC(=NC2)C(F)(F)F)C=CC=C1 (2-chloro-N-((4-(2-(trifluoromethyl)pyrimidin-5-yl)tetrahydro-2H-pyran-4-yl)methyl)benzamide). Reaction SMILES: [Cl:1][C:2]1[CH:10]=[CH:9][CH:8]=[CH:7][C:3]=1[C:4]([OH:6])=O.[F:11][C:12]([F:28])([F:27])[C:13]1[N:18]=[CH:17][C:16]([C:19]2([CH2:25][NH2:26])[CH2:24][CH2:23][O:22][CH2:21][CH2:20]2)=[CH:15][N:14]=1>>[Cl:1][C:2]1[CH:10]=[CH:9][CH:8]=[CH:7][C:3]=1[C:4]([NH:26][CH2:25][C:19]1([C:16]2[CH:17]=[N:18][C:13]([C:12]([F:28])([F:27])[F:11])=[N:14][CH:15]=2)[CH2:24][CH2:23][O:22][CH2:21][CH2:20]1)=[O:6]. Reported procedure: From 2-chlorobenzoic acid and (4-(2-(trifluoromethyl)pyrimidin-5-yl)tetrahydro-2H-pyran-4-yl)methanamine. LCMS (MH+): m/z=400.1, tR (minutes, Method F)=2.15